From a dataset of the Open Reaction Database (ORD), a public repository of structured organic reaction records. describe an organic reaction: reactants, conditions, products, and yield Starting materials: OC1CNCC12CC2 (7-hydroxy-5-azaspiro[2.4]heptane), BrCCCO (3-bromopropanol), Et3N-. The solvent is C1CCOC1 (THF). Reaction conditions: time 12 hour. The product is OC1CN(CC12CC2)CCCO (3-(7-hydroxy-5-azaspiro[2.4]heptane-5-yl)propanol). Isolated yield 60.5%. RXN SMILES: [OH:1][CH:2]1[C:6]2([CH2:8][CH2:7]2)[CH2:5][NH:4][CH2:3]1.Br[CH2:10][CH2:11][CH2:12][OH:13]>C1COCC1>[OH:1][CH:2]1[C:6]2([CH2:8][CH2:7]2)[CH2:5][N:4]([CH2:10][CH2:11][CH2:12][OH:13])[CH2:3]1. Reported procedure: To a solution of 7-hydroxy-5-azaspiro[2.4]heptane (1.23 g, 11.0 mmol) in THF (40 mL) was added 3-bromopropanol (2.3 g, 16.65 mmol) and Et3N-(2.24 g, 22.2 mmol). The reaction mixture was stirred at rt for 12 hrs and then concentrated in vacuo. The residue was purified by a silica gel column chromatography (100:50:2(v/v/v)EtOAc/CH3OH/Et3N) to afford the desired compound as orange oil (1.14 g, 60%). Starting materials: O=C([O-])[O-], COc1cc2c(Cl)ncnc2cc1OCCCN1CCOCC1, [K+], [K+], [Na+], CN(C)C=O, [OH-], Cc1ccnc2cc(O)ccc12. Yields the product COc1cc2c(Oc3ccc4c(C)ccnc4c3)ncnc2cc1OCCCN1CCOCC1. As a reaction SMILES: [C:24](=[O:25])([O-:26])[O-:27].[Cl:1][c:2]1[n:3][cH:4][n:5][c:6]2[cH:7][c:8]([O:14][CH2:15][CH2:16][CH2:17][N:18]3[CH2:19][CH2:20][O:21][CH2:22][CH2:23]3)[c:9]([O:12][CH3:13])[cH:10][c:11]12.[K+:28].[K+:29].[Na+:43].[O:44]=[CH:45][N:46]([CH3:47])[CH3:48].[OH-:42].[OH:30][c:31]1[cH:32][cH:33][c:34]2[c:35]([CH3:41])[cH:36][cH:37][n:38][c:39]2[cH:40]1>>[c:2]1([O:30][c:31]2[cH:32][cH:33][c:34]3[c:35]([CH3:41])[cH:36][cH:37][n:38][c:39]3[cH:40]2)[n:3][cH:4][n:5][c:6]2[cH:7][c:8]([O:14][CH2:15][CH2:16][CH2:17][N:18]3[CH2:19][CH2:20][O:21][CH2:22][CH2:23]3)[c:9]([O:12][CH3:13])[cH:10][c:11]12.